From a dataset of the Open Reaction Database (ORD), a public repository of structured organic reaction records. describe an organic reaction: reactants, conditions, products, and yield Reactants: C(C)(=O)C=1C(=C(N(C1C)C1=CC(=C(C=C1)O)C)C)C(C)=O (1-[4-acetyl-1-(4-hydroxy-3-methyl-phenyl)-2,5-dimethyl-1H-pyrrol-3-yl]-ethanone), BrCC (bromoethane), C(=O)([O-])[O-].[K+].[K+] (K2CO3). The solvent is CN(C)C=O (DMF). Conditions: temperature 50 celsius, time 1 hour. Yields the product C(C)(=O)C=1C(=C(N(C1C)C1=CC(=C(C=C1)OCC)C)C)C(C)=O (1-[4-acetyl-1-(4-ethoxy-3-methyl-phenyl)-2,5-dimethyl-1H-pyrrol-3-yl]-ethanone). RXN SMILES: [C:1]([C:4]1[C:5]([C:19](=[O:21])[CH3:20])=[C:6]([CH3:18])[N:7]([C:10]2[CH:15]=[CH:14][C:13]([OH:16])=[C:12]([CH3:17])[CH:11]=2)[C:8]=1[CH3:9])(=[O:3])[CH3:2].Br[CH2:23][CH3:24].C([O-])([O-])=O.[K+].[K+]>CN(C=O)C>[C:1]([C:4]1[C:5]([C:19](=[O:21])[CH3:20])=[C:6]([CH3:18])[N:7]([C:10]2[CH:15]=[CH:14][C:13]([O:16][CH2:23][CH3:24])=[C:12]([CH3:17])[CH:11]=2)[C:8]=1[CH3:9])(=[O:3])[CH3:2] |f:2.3.4|. Reported procedure: To a solution of 1-[4-acetyl-1-(4-hydroxy-3-methyl-phenyl)-2,5-dimethyl-1H-pyrrol-3-yl]-ethanone (prepared as in Example 61) (90 mg, 0.32 mmol) in 3 mL of dry DMF was added bromoethane (108 mg, 1.0 mmol) and K2CO3 powder (50 mg). The resulting reaction mixture was warmed to 50° C. and stirred for 1 h. It was quenched by addition of 20 mL of H2O, extracted with diethyl ether (20 mL×2). The combined organic extracts were washed with brine (50 mL), dried (MgSO4), filtered, and concentrated in vacuo...